From a dataset of the Open Reaction Database (ORD), a public repository of structured organic reaction records. describe an organic reaction: reactants, conditions, products, and yield The reactants are ClC1=CC=C(C=C1)C1=NOC2(C1CCC(C2)(C(=O)OC)C)N2CCCC2 (methyl 3-(4-chlorophenyl)-3a,4,5,6,7,7a -hexahydro-6-methyl-7a-pyrrolidino-1,2-benzisoxazole-6-carboxylate). Solvent: Cl (hydrochloric acid). Product: ClC1=CC=C(C=C1)C1=NOC2=C1CCC(C2)(C(=O)O)C (3-(4-chlorophenyl)-4,5,6,7-tetrahydro-6-methyl-1,2-benzisoxazole-6-carboxylic acid). Isolated yield 75.2%. As a reaction SMILES: [Cl:1][C:2]1[CH:7]=[CH:6][C:5]([C:8]2[CH:12]3[CH2:13][CH2:14][C:15]([CH3:21])([C:17]([O:19]C)=[O:18])[CH2:16][C:11]3(N3CCCC3)[O:10][N:9]=2)=[CH:4][CH:3]=1>Cl>[Cl:1][C:2]1[CH:3]=[CH:4][C:5]([C:8]2[C:12]3[CH2:13][CH2:14][C:15]([CH3:21])([C:17]([OH:19])=[O:18])[CH2:16][C:11]=3[O:10][N:9]=2)=[CH:6][CH:7]=1. Reported procedure: A solution of 9.1 g of methyl 3-(4-chlorophenyl)-3a,4,5,6,7,7a -hexahydro-6-methyl-7a-pyrrolidino-1,2-benzisoxazole-6-carboxylate in 100 ml of 2N hydrochloric acid was heated under reflux for 6 hours. The product which separated on cooling was extracted with ethyl acetate and the ethyl acetate extract was dried over magnesium sulfate and evaporated. After crystallization from ethyl acetate/hexane there was obtained 5.3 g of 3-(4-chlorophenyl)-4,5,6,7-tetrahydro-6-methyl-1,2-benzisoxazole-6-carbo... Starting materials: C1(=CC=CC=C1)C1(OC(N2C1CNCC2)=O)C2=CC=CC=C2 (hexahydro-1,1-diphenyl-3H-oxazolo[3,4-a]pyrazin-3-one), C1(=CC=CC=C1)NN (phenylhydrazine), C(C)(C)N(CC)C(C)C (diisopropylethylamine), ClC(Cl)(Cl)OC(OC(Cl)(Cl)Cl)=O (bis(trichloromethyl)carbonate). The solvent is O1CCCC1 (tetrahydrofuran), O (water). Conditions: time 45 minute. The product is C1(=CC=CC=C1)NNC(=O)N1CC2N(CC1)C(OC2(C2=CC=CC=C2)C2=CC=CC=C2)=O (Tetrahydro-3-oxo-1,1-diphenyl-3H-oxazolo[3,4-a]pyrazine-7(1H)-carboxylic acid 2-phenylhydrazide). Isolated yield 30.2%. Reaction SMILES: [C:1]1([C:7]2([C:17]3[CH:22]=[CH:21][CH:20]=[CH:19][CH:18]=3)[CH:11]3[CH2:12][NH:13][CH2:14][CH2:15][N:10]3[C:9](=[O:16])[O:8]2)[CH:6]=[CH:5][CH:4]=[CH:3][CH:2]=1.C(N(C(C)C)CC)(C)C.ClC(O[C:37](=[O:43])OC(Cl)(Cl)Cl)(Cl)Cl.[C:44]1([NH:50][NH2:51])[CH:49]=[CH:48][CH:47]=[CH:46][CH:45]=1>O1CCCC1.O>[C:44]1([NH:50][NH:51][C:37]([N:13]2[CH2:14][CH2:15][N:10]3[C:9](=[O:16])[O:8][C:7]([C:1]4[CH:6]=[CH:5][CH:4]=[CH:3][CH:2]=4)([C:17]4[CH:18]=[CH:19][CH:20]=[CH:21][CH:22]=4)[CH:11]3[CH2:12]2)=[O:43])[CH:49]=[CH:48][CH:47]=[CH:46][CH:45]=1. Procedure: To a solution of hexahydro-1,1-diphenyl-3H-oxazolo[3,4-a]pyrazin-3-one (0.10 g, 0.34 mmol) in tetrahydrofuran (1 mL) were sequentially added diisopropylethylamine (0.15 mL) and bis(trichloromethyl)carbonate (0.10 g, 0.34 mmol), and the mixture was stirred at room temperature for 45 minutes. Next, phenylhydrazine (39 mg, 0.36 mmol) was added thereto, and the mixture was stirred at room temperature for 3 hours. To the reaction solution was added water, and the mixture was extracted with ethyl acet... As a reaction SMILES: [C:1]([O:5][C:6]([N:8]1[C@@H:12]([CH2:13][C:14]([CH3:20])([CH3:19])[C:15](OC)=[O:16])[CH2:11][O:10][C:9]1([CH3:22])[CH3:21])=[O:7])([CH3:4])([CH3:3])[CH3:2].[H-].[Al+3].[Li+].[H-].[H-].[H-].O.[OH-].[Na+]>O1CCCC1>[C:1]([O:5][C:6]([N:8]1[C@@H:12]([CH2:13][C:14]([CH3:20])([CH3:19])[CH2:15][OH:16])[CH2:11][O:10][C:9]1([CH3:22])[CH3:21])=[O:7])([CH3:4])([CH3:3])[CH3:2] |f:1.2.3.4.5.6,8.9|. Procedure details: A solution of 85.5 g of methyl 3-[3-tert-butoxycarbonyl-2,2-dimethyl-1,3-oxazolidine-4(S)-yl]-2,2-dimethyl-propionate in 300 ml of tetrahydrofuran is added to a suspension of 22 g of lithium aluminium hydride in 700 ml of tetrahydrofuran at -10° C. and the mixture is then stirred at 0° C. for 30 min. Thereafter, 22 ml of water, 22 ml of a 5N sodium hydroxide solution and 66 ml of water are added dropwise in succession at 0° C. and the mixture is subsequently stirred for 30 min. The suspension is... Yields the product C(C)(C)(C)OC(=O)N1C(OC[C@@H]1CC(CO)(C)C)(C)C (3-Tert-butoxycarbonyl-2,2-dimethyl-4(S)-(3-hydroxy-2,2-dimethylpropyl)-1,3-oxazolidine). Solvent: O1CCCC1 (tetrahydrofuran), O1CCCC1 (tetrahydrofuran). Reactants: C(C)(C)(C)OC(=O)N1C(OC[C@@H]1CC(C(=O)OC)(C)C)(C)C (methyl 3-[3-tert-butoxycarbonyl-2,2-dimethyl-1,3-oxazolidine-4(S)-yl]-2,2-dimethyl-propionate), [H-].[Al+3].[Li+].[H-].[H-].[H-] (lithium aluminium hydride), O (water), [OH-].[Na+] (sodium hydroxide), O (water). Reaction conditions: temperature 0 celsius, time 30 minute.